Dataset: the Open Reaction Database (ORD), a public repository of structured organic reaction records. Task: describe an organic reaction: reactants, conditions, products, and yield The solvent is CN(C=O)C (N,N-dimethylformamide), CN(C=O)C (N,N-dimethylformamide), C(C)(=O)OCC (ethyl acetate). Procedure: To a solution of EXAMPLE 451B (0.85 g) and diisopropylethylamine (2.03 mL) in N,N-dimethylformamide (7 mL) was added bis(2-bromoethyl)ether (0.54 g) as a solution in N,N-dimethylformamide (1 mL). The reaction was stirred at room temperature for 1 hour and heated to 70° C. overnight. The reaction was cooled, diluted with ethyl acetate (100 mL), washed with water (50 mL), dried over magnesium sulfate, filtered, and concentrated. Silica gel chromatography (Revleris 120 g) eluting with a gradient of... Product: O1CCN(CC1)[C@@H]1CC[C@H](CC1)CNC1=C(C=C(C=C1)S(=O)(=O)N)[N+](=O)[O-] (4-((trans-4-morpholinocyclohexyl)methylamino)-3-nitrobenzenesulfonamide). The reactants are N[C@@H]1CC[C@H](CC1)CNC1=C(C=C(C=C1)S(=O)(=O)N)[N+](=O)[O-] (4-((trans-4-aminocyclohexyl)methylamino)-3-nitrobenzenesulfonamide), C(C)(C)N(CC)C(C)C (diisopropylethylamine), BrCCOCCBr (bis(2-bromoethyl)ether). Reaction SMILES: [NH2:1][C@H:2]1[CH2:7][CH2:6][C@H:5]([CH2:8][NH:9][C:10]2[CH:15]=[CH:14][C:13]([S:16]([NH2:19])(=[O:18])=[O:17])=[CH:12][C:11]=2[N+:20]([O-:22])=[O:21])[CH2:4][CH2:3]1.C(N(C(C)C)CC)(C)C.Br[CH2:33][CH2:34][O:35][CH2:36][CH2:37]Br>CN(C)C=O.C(OCC)(=O)C>[O:35]1[CH2:36][CH2:37][N:1]([C@H:2]2[CH2:3][CH2:4][C@H:5]([CH2:8][NH:9][C:10]3[CH:15]=[CH:14][C:13]([S:16]([NH2:19])(=[O:18])=[O:17])=[CH:12][C:11]=3[N+:20]([O-:22])=[O:21])[CH2:6][CH2:7]2)[CH2:33][CH2:34]1. Conditions: time 1 hour.